This data is from the Open Reaction Database (ORD), a public repository of structured organic reaction records. The task is: describe an organic reaction: reactants, conditions, products, and yield Starting materials: [C+4], CN(C)CCN1CCC(N(C)C(=O)Nc2cc(Oc3ccc([N+](=O)[O-])cc3)ncn2)CC1, C1CCOC1, [OH-], [OH-], [OH-], [OH-], [OH-], [OH-], [Pd+2]. The product is CN(C)CCN1CCC(N(C)C(=O)Nc2cc(Oc3ccc(N)cc3)ncn2)CC1. As a reaction SMILES: [C+4:38].[CH3:1][N:2]([CH2:3][CH2:4][N:5]1[CH2:6][CH2:7][CH:8]([N:11]([C:12](=[O:13])[NH:14][c:15]2[n:16][cH:17][n:18][c:19]([O:21][c:22]3[cH:23][cH:24][c:25]([N+:28]([O-:29])=[O:30])[cH:26][cH:27]3)[cH:20]2)[CH3:31])[CH2:9][CH2:10]1)[CH3:32].[O:33]1[CH2:34][CH2:35][CH2:36][CH2:37]1.[OH-:39].[OH-:41].[OH-:42].[OH-:43].[OH-:44].[OH-:45].[Pd+2:40]>>[CH3:1][N:2]([CH2:3][CH2:4][N:5]1[CH2:6][CH2:7][CH:8]([N:11]([C:12](=[O:13])[NH:14][c:15]2[n:16][cH:17][n:18][c:19]([O:21][c:22]3[cH:23][cH:24][c:25]([NH2:28])[cH:26][cH:27]3)[cH:20]2)[CH3:31])[CH2:9][CH2:10]1)[CH3:32]. The reactants are C(C)(C)(C)OC(=O)N1CC2=CC=C(C=C2C1)C(=O)N1CCOCC1 (N-t-Butoxycarbonyl-5-[(morpholin-4-yl)carbonyl]isoindoline), C(=O)(C(F)(F)F)O (TFA). Solvent: C(Cl)Cl (DCM). The product is FC(C(=O)O)(F)F.N1(CCOCC1)C(=O)C=1C=C2CNCC2=CC1 (5-[(Morpholin-4-yl)carbonyl]isoindoline trifluoroacetate). RXN SMILES: C(OC([N:8]1[CH2:16][C:15]2[C:10](=[CH:11][CH:12]=[C:13]([C:17]([N:19]3[CH2:24][CH2:23][O:22][CH2:21][CH2:20]3)=[O:18])[CH:14]=2)[CH2:9]1)=O)(C)(C)C.[C:25]([OH:31])([C:27]([F:30])([F:29])[F:28])=[O:26]>C(Cl)Cl>[F:28][C:27]([F:30])([F:29])[C:25]([OH:31])=[O:26].[N:19]1([C:17]([C:13]2[CH:14]=[C:15]3[C:10](=[CH:11][CH:12]=2)[CH2:9][NH:8][CH2:16]3)=[O:18])[CH2:24][CH2:23][O:22][CH2:21][CH2:20]1 |f:3.4|. Procedure details: A solution of N-t-butoxycarbonyl-5-[(morpholin-4-yl)carbonyl] isoindoline (D19) (300 mg) in DCM (5 ml) at rt was treated with TFA (2 ml) for 1 h and then evaporated. The residue was re-evaporated from DCM/toluene to give the title compound (D20) (305 mg). MS electrospray (+ion) 233 (MH+). 1H NMR δ (CDCl3): 10.10 (1H, m), 7.25 (3H, m), 4.64 (2H, m), 4.53 (2H, m), 3.54 (8H, m). Starting materials: ClCCl, COCC(C)Oc1cc(Oc2ccc3c(c2)OCCNS3(=O)=O)cc(C(=O)Nc2ccn(C(=O)OC(C)(C)C)n2)c1, O=C(O)C(F)(F)F. Yields the product COCC(C)Oc1cc(Oc2ccc3c(c2)OCCNS3(=O)=O)cc(C(=O)Nc2cc[nH]n2)c1. As a reaction SMILES: [Cl:49][CH2:50][Cl:51].[O:8]=[S:9]1(=[O:48])[NH:10][CH2:11][CH2:12][O:13][c:14]2[c:15]1[cH:16][cH:17][c:18]([O:20][c:21]1[cH:22][c:23]([C:33](=[O:34])[NH:35][c:36]3[n:37][n:38]([C:41]([O:42][C:43]([CH3:44])([CH3:45])[CH3:46])=[O:47])[cH:39][cH:40]3)[cH:24][c:25]([O:27][CH:28]([CH2:29][O:30][CH3:31])[CH3:32])[cH:26]1)[cH:19]2.[OH:1][C:2]([C:3]([F:4])([F:5])[F:6])=[O:7]>>[O:8]=[S:9]1(=[O:48])[NH:10][CH2:11][CH2:12][O:13][c:14]2[c:15]1[cH:16][cH:17][c:18]([O:20][c:21]1[cH:22][c:23]([C:33](=[O:34])[NH:35][c:36]3[n:37][nH:38][cH:39][cH:40]3)[cH:24][c:25]([O:27][CH:28]([CH2:29][O:30][CH3:31])[CH3:32])[cH:26]1)[cH:19]2.